This data is from the Open Reaction Database (ORD), a public repository of structured organic reaction records. The task is: describe an organic reaction: reactants, conditions, products, and yield Reactants: [N+](=O)(O)[O-] (nitric acid), FC(C=1C=CC(=NC1)NS(=O)(=O)CC)(F)F (N-(5-trifluoromethyl-2-pyridyl)ethanesulfonamide), ice water. The yield is 90.2%. Procedure: 45 g of N-(5-trifluoromethyl-2-pyridyl)ethanesulfonamide was dissolved in 112.5 ml of acetic acid. While heating it to a temperature of from 100° to 105° C., 26 g of fuming nitric acid (94%) was dropwise added, and the mixture was reacted for further 6 hours. The reaction product was left to cool to 80° C., and then poured into 2 l of ice water. Precipitated crystals were collected by filtration, washed with water and dried to obtain 47.8 g of N-(3-nitro-5-trifluoromethyl-2-pyridyl)ethanesulfona... Conditions: temperature 80 celsius. The product is [N+](=O)([O-])C=1C(=NC=C(C1)C(F)(F)F)NS(=O)(=O)CC (N-(3-nitro-5-trifluoromethyl-2-pyridyl)ethanesulfonamide). RXN SMILES: [F:1][C:2]([F:16])([F:15])[C:3]1[CH:4]=[CH:5][C:6]([NH:9][S:10]([CH2:13][CH3:14])(=[O:12])=[O:11])=[N:7][CH:8]=1.[N+:17]([O-])([OH:19])=[O:18]>C(O)(=O)C>[N+:17]([C:5]1[C:6]([NH:9][S:10]([CH2:13][CH3:14])(=[O:12])=[O:11])=[N:7][CH:8]=[C:3]([C:2]([F:1])([F:15])[F:16])[CH:4]=1)([O-:19])=[O:18]. Run in C(C)(=O)O (acetic acid). Procedure: Aluminum chloride (1.33 g, 10 mmol) was added to a mixture of 3-phenyl-1H-pyrrole (1.35 g, 9.4 mmol, prepared as described in Journal of Organic Chemistry, 62: 2650 (1997) (incorporated herein by reference) and 2-chloronicotinoyl chloride (1.65 g, 9.4 mmol) in DCM (15 mL) at 0° C. The mixture was stirred at 0° C. for 30 mins and at room temperature for one hour. The reaction was diluted with ethyl acetate and washed with brine, 2N NaOH, brine, dried and concentrated. The residue was purified on ... Conditions: temperature 0 celsius, time 1 hour. Reactants: [Cl-].[Al+3].[Cl-].[Cl-] (Aluminum chloride), C1(=CC=CC=C1)C1=CNC=C1 (3-phenyl-1H-pyrrole), ClC1=C(C(=O)Cl)C=CC=N1 (2-chloronicotinoyl chloride). Yields the product ClC1=NC=CC=C1C(=O)C=1NC=CC1C1=CC=CC=C1 ((2-chloro-pyridin-3-yl)-(3-phenyl-1H-pyrrol-2-yl)-methanone). Run in C(Cl)Cl (DCM), C(C)(=O)OCC (ethyl acetate). The yield is 26.0%. RXN SMILES: [Cl-].[Al+3].[Cl-].[Cl-].[C:5]1([C:11]2[CH:15]=[CH:14][NH:13][CH:12]=2)[CH:10]=[CH:9][CH:8]=[CH:7][CH:6]=1.[Cl:16][C:17]1[N:25]=[CH:24][CH:23]=[CH:22][C:18]=1[C:19](Cl)=[O:20]>C(Cl)Cl.C(OCC)(=O)C>[Cl:16][C:17]1[C:18]([C:19]([C:12]2[NH:13][CH:14]=[CH:15][C:11]=2[C:5]2[CH:6]=[CH:7][CH:8]=[CH:9][CH:10]=2)=[O:20])=[CH:22][CH:23]=[CH:24][N:25]=1 |f:0.1.2.3|. RXN SMILES: [CH2:1]([O:8][C@@H:9]1[C@@H:14]([O:15][CH2:16][C:17]2[CH:22]=[CH:21][CH:20]=[CH:19][CH:18]=2)[C@H:13]([O:23][CH2:24][C:25]2[CH:30]=[CH:29][CH:28]=[CH:27][CH:26]=2)[C@@H:12]([CH2:31][O:32][CH2:33][C:34]2[CH:39]=[CH:38][CH:37]=[CH:36][CH:35]=2)[O:11][C@H:10]1[C:40]1[C:48]2[C:43](=[CH:44][CH:45]=[CH:46][C:47]=2[CH3:49])[NH:42][CH:41]=1)[C:2]1[CH:7]=[CH:6][CH:5]=[CH:4][CH:3]=1.[H-].[Na+].[CH2:52]([C:54]1[CH:61]=[CH:60][C:57]([CH2:58]Br)=[CH:56][CH:55]=1)[CH3:53].Cl>CN(C)C=O>[CH2:1]([O:8][C@@H:9]1[C@@H:14]([O:15][CH2:16][C:17]2[CH:18]=[CH:19][CH:20]=[CH:21][CH:22]=2)[C@H:13]([O:23][CH2:24][C:25]2[CH:30]=[CH:29][CH:28]=[CH:27][CH:26]=2)[C@@H:12]([CH2:31][O:32][CH2:33][C:34]2[CH:35]=[CH:36][CH:37]=[CH:38][CH:39]=2)[O:11][C@H:10]1[C:40]1[C:48]2[C:43](=[CH:44][CH:45]=[CH:46][C:47]=2[CH3:49])[N:42]([CH2:58][C:57]2[CH:60]=[CH:61][C:54]([CH2:52][CH3:53])=[CH:55][CH:56]=2)[CH:41]=1)[C:2]1[CH:3]=[CH:4][CH:5]=[CH:6][CH:7]=1 |f:1.2|. Starting materials: C(C1=CC=CC=C1)O[C@H]1[C@@H](O[C@@H]([C@H]([C@@H]1OCC1=CC=CC=C1)OCC1=CC=CC=C1)COCC1=CC=CC=C1)C1=CNC2=CC=CC(=C12)C (3-(2,3,4,6-tetra-O-benzyl-β-D-glucopyranosyl)-4-methyl-1H-indole), [H-].[Na+] (sodium hydride), Cl (hydrochloric acid), C(C)C1=CC=C(CBr)C=C1 (4-ethylbenzyl bromide). The solvent is CN(C=O)C (N,N-dimethylformamide). Product: C(C1=CC=CC=C1)O[C@H]1[C@@H](O[C@@H]([C@H]([C@@H]1OCC1=CC=CC=C1)OCC1=CC=CC=C1)COCC1=CC=CC=C1)C1=CN(C2=CC=CC(=C12)C)CC1=CC=C(C=C1)CC (3-(2,3,4,6-tetra-O-benzyl-β-D-glucopyranosyl)-1-(4-ethyl-benzyl)-4-methyl-1H-indole). Yield: 78.5%. Run at time 15 minute. Procedure details: To a solution of 3-(2,3,4,6-tetra-O-benzyl-β-D-glucopyranosyl)-4-methyl-1H-indole (150 mg) in N,N-dimethylformamide (2 mL) was added 55% sodium hydride (12 mg) under ice-cooling, and the mixture was stirred at the same temperature for 15 minutes. To this mixture was added 4-ethylbenzyl bromide (55 mg) at the same temperature, and the mixture was stirred at the same temperature for 15 minutes, and stirred at room temperature for 1 hour. The reaction mixture was poured into 0.5 mol/L hydrochloric ... Reactants: O (water), [H-].[Na+] (sodium hydride), ClC1=NC=CC=C1C(C1=CC=C(C=C1)OC)=O (2-chloro-3-(4-methoxybenzoyl)pyridine), O=C1NCCC1 (2-oxopyrrolidine). Solvent: C1(=CC=CC=C1)C (toluene). Conditions: temperature 50 celsius, time 1 hour. The product is COC1=CC=C(C(=O)C=2C(=NC=CC2)N2C(CCC2)=O)C=C1 (3-(4-methoxybenzoyl)-2-(2-oxopyrrolidin-1-yl)pyridine). As a reaction SMILES: [H-].[Na+].[O:3]=[C:4]1[CH2:8][CH2:7][CH2:6][NH:5]1.Cl[C:10]1[C:15]([C:16](=[O:25])[C:17]2[CH:22]=[CH:21][C:20]([O:23][CH3:24])=[CH:19][CH:18]=2)=[CH:14][CH:13]=[CH:12][N:11]=1.O>C1(C)C=CC=CC=1>[CH3:24][O:23][C:20]1[CH:19]=[CH:18][C:17]([C:16]([C:15]2[C:10]([N:5]3[CH2:6][CH2:7][CH2:8][C:4]3=[O:3])=[N:11][CH:12]=[CH:13][CH:14]=2)=[O:25])=[CH:22][CH:21]=1 |f:0.1|. Reported procedure: To a suspension of 1.3 g of 60% sodium hydride in 20 ml of toluene is added 5.1 g of 2-oxopyrrolidine, followed by addition of 7.4 g of 2-chloro-3-(4-methoxybenzoyl)pyridine. The mixture is stirred at 50° C. for 1 hour. After the reaction mixture is poured into water, the toluene layer is washed with water and the solvent thereof is distilled off. The residue is recrystallized from a mixed solvent of isopropyl ether and ethyl acetate to give 3-(4-methoxybenzoyl)-2-(2-oxopyrrolidin-1-yl)pyridine,... The reactants are C(C1=CC=CC=C1)Br (benzyl bromide), C(CC(O)(C(=O)O)CC(=O)O)(=O)O (citric acid), C(C)(C)(C)OC(=O)N1[C@@H](C[C@@H](C1)NC1=NC=C(C=C1)C#N)C(=O)N1CSCC1 (3-[(2S,4S)-1-tert-Butoxycarbonyl-4-(5-cyano-2-pyridyl)amino-2-pyrrolidinylcarbonyl]-1,3-thiazolidine), product, CC(C)([O-])C.[K+] (potassium tert-butoxide). Run in CN(C)C=O (DMF). Reaction conditions: time 10 minute. The product is C(C1=CC=CC=C1)N(C1=NC=C(C=C1)C#N)[C@H]1C[C@H](N(C1)C(=O)OC(C)(C)C)C(=O)N1CSCC1 (3-{(2S,4S)-4-[N-benzyl-N-(5-cyano-2-pyridyl)amino]-1-tert-butoxycarbonyl-2-pyrrolidinylcarbonyl}-1,3-thiazolidine). Reaction SMILES: [C:1]([O:5][C:6]([N:8]1[CH2:12][C@@H:11]([NH:13][C:14]2[CH:19]=[CH:18][C:17]([C:20]#[N:21])=[CH:16][N:15]=2)[CH2:10][C@H:9]1[C:22]([N:24]1[CH2:28][CH2:27][S:26][CH2:25]1)=[O:23])=[O:7])([CH3:4])([CH3:3])[CH3:2].CC(C)([O-])C.[K+].[CH2:35](Br)[C:36]1[CH:41]=[CH:40][CH:39]=[CH:38][CH:37]=1.C(O)(=O)CC(CC(O)=O)(C(O)=O)O>CN(C=O)C>[CH2:35]([N:13]([C@@H:11]1[CH2:12][N:8]([C:6]([O:5][C:1]([CH3:4])([CH3:2])[CH3:3])=[O:7])[C@H:9]([C:22]([N:24]2[CH2:28][CH2:27][S:26][CH2:25]2)=[O:23])[CH2:10]1)[C:14]1[CH:19]=[CH:18][C:17]([C:20]#[N:21])=[CH:16][N:15]=1)[C:36]1[CH:41]=[CH:40][CH:39]=[CH:38][CH:37]=1 |f:1.2|. Reported procedure: 3-[(2S,4S)-1-tert-Butoxycarbonyl-4-(5-cyano-2-pyridyl)amino-2-pyrrolidinylcarbonyl]-1,3-thiazolidine [product of Example 58(1)] (305 mg) was dissolved in DMF (10 mL), and potassium tert-butoxide (93 mg) was added under ice cooling. After stirring the mixture for 10 min, benzyl bromide (94 μl) was added, and the mixture was stirred at room temperature for 3 days. 10% citric acid solution was added to the reaction mixture, and the mixture was extracted with ethyl acetate. The extract was washed su...